This data is from the Open Reaction Database (ORD), a public repository of structured organic reaction records. The task is: describe an organic reaction: reactants, conditions, products, and yield Starting materials: CO, Cl, CC(C)(C)OC(=O)N1CCC(c2nccnc2OC2CN(c3ccc4ccccc4n3)C2)CC1. Yields the product Cl, c1ccc2nc(N3CC(Oc4nccnc4C4CCNCC4)C3)ccc2c1. Reaction SMILES: [CH3:36][OH:37].[ClH:35].[n:1]1[c:2]([N:11]2[CH2:12][CH:13]([O:15][c:16]3[c:17]([CH:22]4[CH2:23][CH2:24][N:25]([C:28]([O:29][C:30]([CH3:31])([CH3:32])[CH3:33])=[O:34])[CH2:26][CH2:27]4)[n:18][cH:19][cH:20][n:21]3)[CH2:14]2)[cH:3][cH:4][c:5]2[cH:6][cH:7][cH:8][cH:9][c:10]12>>[ClH:35].[n:1]1[c:2]([N:11]2[CH2:12][CH:13]([O:15][c:16]3[c:17]([CH:22]4[CH2:23][CH2:24][NH:25][CH2:26][CH2:27]4)[n:18][cH:19][cH:20][n:21]3)[CH2:14]2)[cH:3][cH:4][c:5]2[cH:6][cH:7][cH:8][cH:9][c:10]12. Reactants: CC(=O)OI1(C=2C=CC=CC2C(=O)O1)(OC(=O)C)OC(=O)C (Dess-Martin reagent), C(C1=CC=CC=C1)(=O)NC1CCC(N2N(C1=O)C(CCC2)C(=O)NC(CC(=O)OC(C)(C)C)C(COCC2=C(C=CC=C2Cl)Cl)O)=O (t-Butyl 3-(9-benzoylamino-6,10-dioxo-1,2,3,4,7,8,9,10-octahydro-6H-pyridazino-[1,2-a][1,2]diazepine-1-carboxamido)-5-(2,6-dichlorobenzyloxy)-4-hydroxypentanoate). Run in C(Cl)Cl (CH2Cl2), CCOC(=O)C (EtOAc). Run at time 1 hour. Product: C(C1=CC=CC=C1)(=O)NC1CCC(N2N(C1=O)C(CCC2)C(=O)NC(CC(=O)OC(C)(C)C)C(COC(C2=C(C=CC=C2Cl)Cl)=O)=O)=O (t-Butyl 3-(9-benzoylamino-6,10-dioxo-1,2,3,4,7,8,9,10-octahydro-6H-pyridazino[1,2-a][1,2]diazepine-1-carboxamido)-5-(2,6-dichlorobenzoyloxy)-4-oxopentanoate). Isolated yield 69.5%. RXN SMILES: CC(OI1(OC(C)=O)(OC(C)=O)OC(=O)C2C=CC=CC1=2)=[O:3].[C:23]([NH:31][CH:32]1[C:38](=[O:39])[N:37]2[CH:40]([C:44]([NH:46][CH:47]([CH:56]([OH:68])[CH2:57][O:58][CH2:59][C:60]3[C:65]([Cl:66])=[CH:64][CH:63]=[CH:62][C:61]=3[Cl:67])[CH2:48][C:49]([O:51][C:52]([CH3:55])([CH3:54])[CH3:53])=[O:50])=[O:45])[CH2:41][CH2:42][CH2:43][N:36]2[C:35](=[O:69])[CH2:34][CH2:33]1)(=[O:30])[C:24]1[CH:29]=[CH:28][CH:27]=[CH:26][CH:25]=1>C(Cl)Cl.CCOC(C)=O>[C:23]([NH:31][CH:32]1[C:38](=[O:39])[N:37]2[CH:40]([C:44]([NH:46][CH:47]([C:56](=[O:68])[CH2:57][O:58][C:59](=[O:3])[C:60]3[C:65]([Cl:66])=[CH:64][CH:63]=[CH:62][C:61]=3[Cl:67])[CH2:48][C:49]([O:51][C:52]([CH3:53])([CH3:55])[CH3:54])=[O:50])=[O:45])[CH2:41][CH2:42][CH2:43][N:36]2[C:35](=[O:69])[CH2:34][CH2:33]1)(=[O:30])[C:24]1[CH:25]=[CH:26][CH:27]=[CH:28][CH:29]=1. Procedure details: Dess-Martin reagent (3.82 g; 9.0 mmol) was added to a stirred solution of the alcohol 215e (3.17 g; 4.5 mmol) in CH2Cl2 (100 ml). The mixture was sirred for 1 h, diluted with EtOAc (300 ml), then washed with a 1:1 mixture of sat. Na2S2O3 and sat. NaHCO3 (100 ml) followed by brine (100 ml). The mixture was dried (MgSO4) then concentrated. The residue was purified by flash chromatography to afford 2.2 g (70%) of 216e as a colourless solid: mp 102-107° C.; [α]D32 −82.5 (c 0.1, CH2Cl2); IR (KBr) 337... The reactants are C(=O)[O-].[Na+] (sodium formate), C(C1=CC=CC=C1)O[C@@H]1[C@@]2(O[C@H]([C@H]1OC2)N2C(=O)NC(=O)C(C)=C2)CO ((1R, 3R, 4S, 7S)-7-Benzyloxy-1-hydroxymethyl-3-(thymin-1-yl)-2,5-dioxabicyclo[2.2.1]heptane). The reagents and catalysts are [Pd] (Pd/C). Run in CO (methanol). The product is O[C@@H]1[C@@]2(O[C@H]([C@H]1OC2)N2C(=O)NC(=O)C(C)=C2)CO ((1R, 3R, 4S, 7S)-7-Hydroxy-1-hydroxymethyl-3-(thymin-1-yl)-2,5-dioxabicyclo[2.2.1]heptane). Isolated yield 95.6%. Reaction SMILES: C([O:8][C@H:9]1[C@@H:13]2[O:14][CH2:15][C@@:10]1([CH2:25][OH:26])[O:11][C@H:12]2[N:16]1[CH:24]=[C:22]([CH3:23])[C:20](=[O:21])[NH:19][C:17]1=[O:18])C1C=CC=CC=1.C([O-])=O.[Na+]>CO.[Pd]>[OH:8][C@H:9]1[C@@H:13]2[O:14][CH2:15][C@@:10]1([CH2:25][OH:26])[O:11][C@H:12]2[N:16]1[CH:24]=[C:22]([CH3:23])[C:20](=[O:21])[NH:19][C:17]1=[O:18] |f:1.2|. Reported procedure: A mixture of compound 11 (750 mg, 2.09 mmol) and 10% Pd/C (500 mg) was suspended in methanol (20 mL) and sodium formate (700 mg, 11.1 mmol) was added. The reaction was conducted at refluxing for 10 min and cooled to ambient temperature. The catalyst was filtered off and the mixture was concentrated under reduced pressure to give compound 12 (540 mg, 96%) as a white solid material. Reactants: FC1=CC=C(C=C1)NC=1SC=CN1 (N-(4-fluorophenyl)thiazol-2-amine), solution, C[Si](C)(C)[N-][Si](C)(C)C.[Na+] (NaHMDS), Cl.ClCCN1CCCC1 (1-(2-chloroethyl)pyrrolidine hydrochloride), CCOC(=O)C (EtOAc). Solvent: C1CCOC1 (THF), C1CCOC1 (THF). Product: FC1=CC=C(C=C1)N(C=1SC=CN1)CCN1CCCC1 (N-(4-Fluorophenyl)-N-[2-(pyrrolidin-1-yl)ethyl]thiazol-2-amine). RXN SMILES: [F:1][C:2]1[CH:7]=[CH:6][C:5]([NH:8][C:9]2[S:10][CH:11]=[CH:12][N:13]=2)=[CH:4][CH:3]=1.C[Si]([N-][Si](C)(C)C)(C)C.[Na+].Cl.Cl[CH2:26][CH2:27][N:28]1[CH2:32][CH2:31][CH2:30][CH2:29]1.CCOC(C)=O>C1COCC1>[F:1][C:2]1[CH:3]=[CH:4][C:5]([N:8]([CH2:26][CH2:27][N:28]2[CH2:32][CH2:31][CH2:30][CH2:29]2)[C:9]2[S:10][CH:11]=[CH:12][N:13]=2)=[CH:6][CH:7]=1 |f:1.2,3.4|. Procedure details: A solution of 1.0 g (5.2 mmol) of N-(4-fluorophenyl)thiazol-2-amine in 25 mL of THF was treated with 10.3 mL (10.3 mmol) of a 1.0 M solution of NaHMDS in THF and 0.88 g (5.2 mmol) of 1-(2-chloroethyl)pyrrolidine hydrochloride and heated at reflux for 18 h. The reaction mixture was poured into 250 mL of EtOAc and extracted thrice with 1 M aqueous HCl. The combined acidic extracts were brought to pH 12 with a 10% (w/v) solution of Na2CO3 and extracted five times with CHCl3. The combined organic ex... Starting materials: COCCOC, CC1(C)OB(c2ccc(N)cc2)OC1(C)C, CCO, CC1COCCN1c1cc(C(C)(C)S(C)(=O)=O)nc(Cl)n1, [Na+], [Na+], O=C([O-])[O-], CN(C)C=O, O. As a reaction SMILES: [CH2:50]([CH2:51][O:52][CH3:53])[O:54][CH3:55].[CH3:23][C:24]1([CH3:25])[C:26]([CH3:27])([CH3:28])[O:29][B:30]([c:31]2[cH:32][cH:33][c:34]([NH2:37])[cH:35][cH:36]2)[O:38]1.[CH3:56][CH2:57][OH:58].[Cl:1][c:2]1[n:3][c:4]([C:15]([CH3:16])([S:17](=[O:18])(=[O:19])[CH3:20])[CH3:21])[cH:5][c:6]([N:8]2[CH:9]([CH3:14])[CH2:10][O:11][CH2:12][CH2:13]2)[n:7]1.[Na+:39].[Na+:40].[O-:41][C:42](=[O:43])[O-:44].[O:45]=[CH:46][N:47]([CH3:48])[CH3:49].[OH2:22]>>[c:2]1(-[c:31]2[cH:32][cH:33][c:34]([NH2:37])[cH:35][cH:36]2)[n:3][c:4]([C:15]([CH3:16])([S:17](=[O:18])(=[O:19])[CH3:20])[CH3:21])[cH:5][c:6]([N:8]2[CH:9]([CH3:14])[CH2:10][O:11][CH2:12][CH2:13]2)[n:7]1. Yields the product CC1COCCN1c1cc(C(C)(C)S(C)(=O)=O)nc(-c2ccc(N)cc2)n1. Reactants: ClC1=NC=C(C=C1)C(F)(F)F (2-chloro-5-(trifluoromethyl)pyridine), S(=O)(O)[O-].[Na+] (sodium hydrogen sulfite), C(C)O (ethanol). The solvent is O (water). Isolated yield 85.6%. Procedure: In a flask, 2-chloro-5-(trifluoromethyl)pyridine (54.5 g, 0.3 mol), sodium hydrogen sulfite (125 g, 1.2 mol), ethanol (600 ml) and water (600 ml) were charged and heated under reflux for 198 hours. After evaporating off the solvent, to the solid residue, conc. hydrochloric acid was added. The mixture was evaporated to dryness. The residue was extracted with methanol and filtrated. The filtrate was evaporated to dryness to obtain sodium 5-(trifluoromethyl)pyridine-2-sulfonate (64.0 g). Yield, 86%... As a reaction SMILES: Cl[C:2]1[CH:7]=[CH:6][C:5]([C:8]([F:11])([F:10])[F:9])=[CH:4][N:3]=1.[S:12]([O-:15])([OH:14])=[O:13].[Na+:16].C(O)C>O>[F:9][C:8]([F:11])([F:10])[C:5]1[CH:6]=[CH:7][C:2]([S:12]([O-:15])(=[O:14])=[O:13])=[N:3][CH:4]=1.[Na+:16] |f:1.2,5.6|. Product: FC(C=1C=CC(=NC1)S(=O)(=O)[O-])(F)F.[Na+] (sodium 5-(trifluoromethyl)pyridine-2-sulfonate).